This data is from the Open Reaction Database (ORD), a public repository of structured organic reaction records. The task is: describe an organic reaction: reactants, conditions, products, and yield Starting materials: CCOP(=O)(CC#N)OCC, O=C([O-])O, O=C1CCc2ncc3c(c21)CCO3, [H-], [Na+], [Na+], C1CCOC1. Product: N#CC=C1CCc2ncc3c(c21)CCO3. RXN SMILES: [C:1](#[N:2])[CH2:3][P:4](=[O:5])([O:6][CH2:7][CH3:8])[O:9][CH2:10][CH3:11].[C:32](=[O:33])([O-:34])[OH:35].[CH2:14]1[CH2:15][O:16][c:17]2[c:18]1[c:19]1[c:20]([n:21][cH:22]2)[CH2:23][CH2:24][C:25]1=[O:26].[H-:12].[Na+:13].[Na+:36].[O:27]1[CH2:28][CH2:29][CH2:30][CH2:31]1>>[C:1](#[N:2])[CH:3]=[C:25]1[c:19]2[c:18]3[c:17]([cH:22][n:21][c:20]2[CH2:23][CH2:24]1)[O:16][CH2:15][CH2:14]3. The reactants are [OH-].[K+] (KOH), N1C=NC2=C1C=C(C=C2)N2C(C(=C(C2C2CCN(CC2)C2=CC=CC=C2)C)O)=O (1-(1H-Benzo[d]imidazol-6-yl)-3-hydroxy-4-methyl-5-(1-phenylpiperidin-4-yl)-1H-pyrrol-2(5H)-one), CC1=CC=C(C=C1)S(=O)(=O)N(C)N=O (diazald), C(CO)O.CCOCC (ethylene glycol Et2O). The solvent is CO (MeOH). Yields the product N1C=NC2=C1C=C(C=C2)N2C(C(=C(C2C2CCN(CC2)C2=CC=CC=C2)C)OC)=O (1-(1H-Benzo[d]imidazol-6-yl)-3-methoxy-4-methyl-5-(1-phenylpiperidin-4-yl)-1H-pyrrol-2(5H)-one). Reaction SMILES: [OH-].[K+].[CH3:3]C1C=CC(S(N(N=O)C)(=O)=O)=CC=1.C(O)CO.CCOCC.[NH:26]1[C:30]2[CH:31]=[C:32]([N:35]3[CH:39]([CH:40]4[CH2:45][CH2:44][N:43]([C:46]5[CH:51]=[CH:50][CH:49]=[CH:48][CH:47]=5)[CH2:42][CH2:41]4)[C:38]([CH3:52])=[C:37]([OH:53])[C:36]3=[O:54])[CH:33]=[CH:34][C:29]=2[N:28]=[CH:27]1>CO>[NH:26]1[C:30]2[CH:31]=[C:32]([N:35]3[CH:39]([CH:40]4[CH2:45][CH2:44][N:43]([C:46]5[CH:47]=[CH:48][CH:49]=[CH:50][CH:51]=5)[CH2:42][CH2:41]4)[C:38]([CH3:52])=[C:37]([O:53][CH3:3])[C:36]3=[O:54])[CH:33]=[CH:34][C:29]=2[N:28]=[CH:27]1 |f:0.1,3.4|. Procedure details: The compound was synthesized starting from KOH (15 eq in water), diazald (9 eq), ethylene glycol/Et2O (1/5 v/v, 18 ml), 1-(1H-Benzo[d]imidazol-6-yl)-3-hydroxy-4-methyl-5-(1-phenylpiperidin-4-yl)-1H-pyrrol-2(5H)-one (0.280 g, 0.72 mmol, 1 eq) and MeOH (15 ml), the product was further purified by prep TLC; yield: 0.021 g (5.2%); MS m/z: 403.1 [M+H]+; 1H-NMR: (400 MHz, CDCl3) δ: 7.95 (s, 1H), 7.65-7.60 (m, 1H), 7.17 (m, 3H), 6.80 (d, 1H), 4.52 (s, 1H), 4.03 (s, 3H), 3.69-3.66 (m, 3H), 2.54-2.41 (m,... Starting materials: COc1ccc(C(=O)Cl)cc1, Cl, NCCC(O)C(=O)O, [Na+], [OH-], O. Yields the product COc1ccc(C(=O)NCCC(O)C(=O)O)cc1. RXN SMILES: [CH3:1][O:2][c:3]1[cH:4][cH:5][c:6]([C:7](=[O:8])[Cl:9])[cH:10][cH:11]1.[ClH:22].[NH2:12][CH2:13][CH2:14][CH:15]([C:16](=[O:17])[OH:18])[OH:19].[Na+:21].[OH-:20].[OH2:23]>>[CH3:1][O:2][c:3]1[cH:4][cH:5][c:6]([C:7](=[O:8])[NH:12][CH2:13][CH2:14][CH:15]([C:16](=[O:17])[OH:18])[OH:19])[cH:10][cH:11]1. Starting materials: ethyl-2-cyclohexanone carboxylate, C(O)(O)=O.NC(=N)N (guanidine carbonate), C=1(C(=CC=CC1)C)C (xylene). Yields the product NC1=NC=2CCCCC2C(N1)=O (2-amino-4-oxo-5,6,7,8-tetrahydroquinazoline). RXN SMILES: [C:1](=[O:4])(O)O.[NH2:5][C:6]([NH2:8])=[NH:7].[C:9]1(C)[C:10](C)=[CH:11][CH:12]=[CH:13][CH:14]=1>>[NH2:7][C:6]1[NH:8][C:1](=[O:4])[C:14]2[CH2:13][CH2:12][CH2:11][CH2:10][C:9]=2[N:5]=1 |f:0.1|. Reported procedure: A mixture of ethyl-2-cyclohexanone carboxylate (2.0 g) and guanidine carbonate (2.66 g) in xylene (40 ml) was refluxed overnight; after cooling the solid was collected by filtration, washed with water, methanol, and dried over MgSO4. 0.6 g of a white solid having a m.p. >300° C. was recovered. The solid was dissolved in Con. HCl, and excess HCl was removed in vacuo to dryness. The gummy residue was treated with methanol-ether to afford a colorless plate (0.6 g). The reactants are Li2CuCl4, C1(=CC=C(C=C1)S(=O)(=O)OCC[C@@H](CCCC(C)C)C)C ((R)-(+)-3,7-dimethyl-1-octyl p-toluenesulfonate), 033, OS(=O)(=O)O (H2SO4), C(C)(C)(C)OCC(CBr)C (3-tert. butoxy-2-methyl-1-bromopropane), [Mg] (magnesium), C(C)(C)(C)OC[C@@H](CCC[C@@H](CCCC(C)C)C)C ((2R,6R)-(+)-1-tert. butoxy-2,6,10-trimethylundecane). Run in O1CCCC1 (tetrahydrofuran), CCOCC (ether), O1CCCC1 (tetrahydrofuran), O1CCCC1 (tetrahydrofuran). Run at temperature -78 celsius, time 10 minute. Product: C(C)(C)(C)OC[C@@H](C[Mg]Br)C ((S)-3-tert. butoxy-2-methyl-1-propylmagnesium bromide), crude product. Reaction SMILES: C(OCC(C)C[Br:9])(C)(C)C.[Mg:11].C1(C)C=CC(S(OCC[C@H](C)CCCC(C)C)(=O)=O)=CC=1.OS(O)(=O)=O.[C:38]([O:42][CH2:43][C@H:44]([CH3:56])[CH2:45]CC[C@H](C)CCCC(C)C)([CH3:41])([CH3:40])[CH3:39]>O1CCCC1.CCOCC>[C:38]([O:42][CH2:43][C@H:44]([CH3:56])[CH2:45][Mg:11][Br:9])([CH3:41])([CH3:40])[CH3:39]. Procedure details: A solution of (S)-3-tert. butoxy-2-methyl-1-propylmagnesium bromide was prepared from 3.34 g. (0.016 mole) of the S-(+)- 3-tert. butoxy-2-methyl-1-bromopropane and 0.42 g. (0.0176 mole) of magnesium powder in a total of 14 ml. of dry tetrahydrofuran as described in Example 4. To a stirring solution of 2 g. (6.4 moles) of (R)-(+)-3,7-dimethyl-1-octyl p-toluenesulfonate in 6 ml. of dry tetrahydrofuran cooled to -78° C. was added 7 ml. (~8 mmoles) of this Grignard solution dropwise followed by 033 ... Reactants: ClC1=C(OC2=C(C=NC=C2)C(=O)N2CCCC3=CC=CC=C23)C=C(C=C1)Cl ([4-(2,5-Dichloro-phenoxy)-pyridin-3-yl]-(3,4-dihydro-2H-quinolin-1-yl)-methanone), ClC=1C=C(C(=CC1F)N)N(C)C1CC1 (4-chloro-N2-cyclopropyl-5-fluoro-N2-methyl-benzene-1,2-diamine). The solvent is CCCCCCC.C(C)(=O)OCC (n-heptane ethyl acetate). The product is ClC1=CC(=C(C=C1F)NC(C1=CN=CC=C1OC1=C(C=CC(=C1)Cl)Cl)=O)N(C)C1CC1 (N-[4-Chloro-2-(cyclopropyl-methyl-amino)-5-fluoro-phenyl]-4-(2,5-dichloro-phenoxy)-nicotinamide). RXN SMILES: [Cl:1][C:2]1[CH:26]=[CH:25][C:24]([Cl:27])=[CH:23][C:3]=1[O:4][C:5]1[CH:10]=[CH:9][N:8]=[CH:7][C:6]=1[C:11](N1C2C(=CC=CC=2)CCC1)=[O:12].[Cl:28][C:29]1[CH:30]=[C:31]([N:37]([CH:39]2[CH2:41][CH2:40]2)[CH3:38])[C:32]([NH2:36])=[CH:33][C:34]=1[F:35]>CCCCCCC.C(OCC)(=O)C>[Cl:28][C:29]1[C:34]([F:35])=[CH:33][C:32]([NH:36][C:11](=[O:12])[C:6]2[C:5]([O:4][C:3]3[CH:23]=[C:24]([Cl:27])[CH:25]=[CH:26][C:2]=3[Cl:1])=[CH:10][CH:9]=[N:8][CH:7]=2)=[C:31]([N:37]([CH:39]2[CH2:40][CH2:41]2)[CH3:38])[CH:30]=1 |f:2.3|. Reported procedure: The title compound was prepared in analogy to Example 1, from 4-(2,5-dichloro-phenoxy)-nicotinic acid (Example 1, intermediate) and 4-chloro-N2-cyclopropyl-5-fluoro-N2-methyl-benzene-1,2-diamine and using a gradient of n-heptane:ethyl acetate (100:0 to 30:70) for the chromatographic purification. Colorless solid (70%). MS (ESI): m/z=446.083 [M+H]+. Starting materials: CC1=C(C=C(C=C1)C)NC1=C(C=NC=2N1N=CC2C(=O)O)C(=O)N2CCC(CC2)(C2=CC=C(C=C2)F)F (7-(2,5-Dimethylphenylamino)-6-[4-fluoro-4-(4-fluorophenyl)piperidine-1-carbonyl]pyrazolo[1,5-a]pyrimidine-3-carboxylic acid), C(C)S(=O)(=O)N (ethanesulfonamide). Product: CC1=C(C=C(C=C1)C)NC1=C(C=NC=2N1N=CC2C(=O)NS(=O)(=O)CC)C(=O)N2CCC(CC2)(C2=CC=C(C=C2)F)F (N-{7-(2,5-Dimethylphenylamino)-6-[4-fluoro-4-(4-fluorophenyl)piperidine-1-carbonyl]pyrazolo[1,5-a]pyrimidine-3-carbonyl}ethanesulfonamide). Isolated yield 25.1%. As a reaction SMILES: [CH3:1][C:2]1[CH:7]=[CH:6][C:5]([CH3:8])=[CH:4][C:3]=1[NH:9][C:10]1[N:15]2[N:16]=[CH:17][C:18]([C:19](O)=[O:20])=[C:14]2[N:13]=[CH:12][C:11]=1[C:22]([N:24]1[CH2:29][CH2:28][C:27]([F:37])([C:30]2[CH:35]=[CH:34][C:33]([F:36])=[CH:32][CH:31]=2)[CH2:26][CH2:25]1)=[O:23].[CH2:38]([S:40]([NH2:43])(=[O:42])=[O:41])[CH3:39]>>[CH3:1][C:2]1[CH:7]=[CH:6][C:5]([CH3:8])=[CH:4][C:3]=1[NH:9][C:10]1[N:15]2[N:16]=[CH:17][C:18]([C:19]([NH:43][S:40]([CH2:38][CH3:39])(=[O:42])=[O:41])=[O:20])=[C:14]2[N:13]=[CH:12][C:11]=1[C:22]([N:24]1[CH2:29][CH2:28][C:27]([F:37])([C:30]2[CH:31]=[CH:32][C:33]([F:36])=[CH:34][CH:35]=2)[CH2:26][CH2:25]1)=[O:23]. Procedure: In the same manner as in Example 1, step 6 and using 7-(2,5-dimethylphenylamino)-6-[4-fluoro-4-(4-fluorophenyl)piperidine-1-carbonyl]pyrazolo [1,5-a]pyrimidine-3-carboxylic acid (64 mg, 0.12 mmol) obtained in step 2 and ethanesulfonamide (51 mg, 0.48 mmol), the title compound (18 mg, 25%) was obtained.